This data is from the Open Reaction Database (ORD), a public repository of structured organic reaction records. The task is: describe an organic reaction: reactants, conditions, products, and yield Reactants: C1CCNCC1, Cc1[nH]c(C=O)c(C)c1CCCN(C)C, CCO, O=C1Cc2ccc(-c3cccs3)cc2N1. Product: Cc1[nH]c(C=C2C(=O)Nc3cc(-c4cccs4)ccc32)c(C)c1CCCN(C)C. As a reaction SMILES: [CH2:31]1[CH2:32][CH2:33][NH:34][CH2:35][CH2:36]1.[CH3:16][N:17]([CH2:18][CH2:19][CH2:20][c:21]1[c:22]([CH3:29])[c:23]([CH:27]=[O:28])[nH:24][c:25]1[CH3:26])[CH3:30].[CH3:37][CH2:38][OH:39].[s:1]1[c:2](-[c:6]2[cH:7][cH:8][c:9]3[c:13]([cH:14]2)[NH:12][C:11](=[O:15])[CH2:10]3)[cH:3][cH:4][cH:5]1>>[s:1]1[c:2](-[c:6]2[cH:7][cH:8][c:9]3[c:13]([cH:14]2)[NH:12][C:11](=[O:15])[C:10]3=[CH:27][c:23]2[c:22]([CH3:29])[c:21]([CH2:20][CH2:19][CH2:18][N:17]([CH3:16])[CH3:30])[c:25]([CH3:26])[nH:24]2)[cH:3][cH:4][cH:5]1. Reactants: OC=1C=C(C=O)C=CC1O (3,4-Dihydroxybenzaldehyde), ClC(C(=O)OC)(F)F (methyl chlorodifluoroacetate), C([O-])([O-])=O.[K+].[K+] (potassium carbonate). Solvent: CN(C)C=O (DMF). Run at time 3 hour. Yields the product FC(OC1=C(C=C(C=O)C=C1)O)F (4-difluoromethoxy-3-hydroxybenzaldehyde). Isolated yield 29.4%. As a reaction SMILES: [OH:1][C:2]1[CH:3]=[C:4]([CH:7]=[CH:8][C:9]=1[OH:10])[CH:5]=[O:6].Cl[C:12]([F:18])([F:17])C(OC)=O.C(=O)([O-])[O-].[K+].[K+]>CN(C=O)C>[F:17][CH:12]([F:18])[O:10][C:9]1[CH:8]=[CH:7][C:4]([CH:5]=[O:6])=[CH:3][C:2]=1[OH:1] |f:2.3.4|. Procedure: 3,4-Dihydroxybenzaldehyde (0.50 g, 3.62 mmol, Aldrich), methyl chlorodifluoroacetate (0.52 g, 3.62 mmol, Aldrich) and potassium carbonate (0.50 g, 3.62 mmol) were combined in DMF (5.0 mL) under an argon atmosphere. After stirring at 60°-65° C. for 3 h, DMF was removed in vacuo and the residue was partioned between aqueous 3N HCl and ether. The aqueous layer was extracted three times with ether. The combined organic extracts were washed with water, with brine, were dried (MgSO4), filtered and eva... The reactants are ice acetone, CCO (EtOH), FCC(C(C)=O)(C)C (4-fluoro-3,3-dimethylbutan-2-one), [OH-].[Na+] (NaOH), [Mn](=O)(=O)(=O)[O-].[K+] (potassium permanganate). The solvent is O (water). Reaction conditions: time 15 minute. Yields the product FCC(C(C(=O)O)=O)(C)C (4-fluoro-3,3-dimethyl-2-oxobutanoic acid). Isolated yield 44.7%. Reaction SMILES: [F:1][CH2:2][C:3]([CH3:8])([CH3:7])[C:4](=[O:6])[CH3:5].[OH-:9].[Na+].[Mn]([O-])(=O)(=O)=[O:12].[K+].CCO>O>[F:1][CH2:2][C:3]([CH3:8])([CH3:7])[C:4](=[O:6])[C:5]([OH:12])=[O:9] |f:1.2,3.4|. Reported procedure: To a vigorous stirring mixture of 4-fluoro-3,3-dimethylbutan-2-one (4.1 g, 34.7 mmol) in water (50 mL) and NaOH (7 mL, 70.0 mmol) cooled in an ice-acetone bath was added portionwise potassium permanganate (9.87 g, 62.5 mmol). The inner temperature was controlled between −3 to 2° C. during the addition process. Upon the completion of the addition, the reaction mixture was stirred in the ice-acetone bath for 6 hrs and then allowed to warm up. EtOH (5 mL) was added and the reaction mixture was stir...